This data is from the Open Reaction Database (ORD), a public repository of structured organic reaction records. The task is: describe an organic reaction: reactants, conditions, products, and yield Reported procedure: Prepared according to the described general procedure 2 (GP2) by reaction of ethyl 4-amino-4-(2,6-dimethoxyphenyl)-2-methylbutanoate with 2-(1H-pyrazol-1-yl)isonicotinaldehyde. Subsequent purification by preparative HPLC afforded the target compound. LC-MS (conditions A): tR=0.80 min.; [M+H]+: 392.88 g/mol. Product: N1(N=CC=C1)C1=NC=CC(=C1)CN1C(C(CC1C1=C(C=CC=C1OC)OC)C)=O (1-((2-(1H-pyrazol-1-yl)pyridin-4-yl)methyl)-5-(2,6-dimethoxyphenyl)-3-methylpyrrolidin-2-one). Starting materials: NC(CC(C(=O)OCC)C)C1=C(C=CC=C1OC)OC (ethyl 4-amino-4-(2,6-dimethoxyphenyl)-2-methylbutanoate), N1(N=CC=C1)C=1C=C(C=O)C=CN1 (2-(1H-pyrazol-1-yl)isonicotinaldehyde). RXN SMILES: [NH2:1][CH:2]([C:11]1[C:16]([O:17][CH3:18])=[CH:15][CH:14]=[CH:13][C:12]=1[O:19][CH3:20])[CH2:3][CH:4]([CH3:10])[C:5]([O:7]CC)=O.[N:21]1([C:26]2[CH:27]=[C:28]([CH:31]=[CH:32][N:33]=2)[CH:29]=O)[CH:25]=[CH:24][CH:23]=[N:22]1>>[N:21]1([C:26]2[CH:27]=[C:28]([CH2:29][N:1]3[CH:2]([C:11]4[C:12]([O:19][CH3:20])=[CH:13][CH:14]=[CH:15][C:16]=4[O:17][CH3:18])[CH2:3][CH:4]([CH3:10])[C:5]3=[O:7])[CH:31]=[CH:32][N:33]=2)[CH:25]=[CH:24][CH:23]=[N:22]1. Reactants: CN=C=O (methyl isocyanate), OC1=NSC(=N1)CC1=CC=CC=C1 (3-hydroxy-5-benzyl-1,2,4-thiadiazole), C(Cl)(Cl)Cl (chloroform). Run in C(C)(C)OC(C)C (isopropyl ether). Reaction conditions: temperature 20 celsius, time 72 hour. Yields the product CNC(=O)N1SC(=NC1=O)CC1=CC=CC=C1 (2-(methylcarbamoyl)-5-benzyl-1,2,4-thiadiazole-3-one). Reaction SMILES: [CH3:1][N:2]=[C:3]=[O:4].[OH:5][C:6]1[N:10]=[C:9]([CH2:11][C:12]2[CH:17]=[CH:16][CH:15]=[CH:14][CH:13]=2)[S:8][N:7]=1.C(Cl)(Cl)Cl>C(OC(C)C)(C)C>[CH3:1][NH:2][C:3]([N:7]1[C:6](=[O:5])[N:10]=[C:9]([CH2:11][C:12]2[CH:13]=[CH:14][CH:15]=[CH:16][CH:17]=2)[S:8]1)=[O:4]. Reported procedure: 50 ml of methyl isocyanate were added to a solution of 15 g of 3-hydroxy-5-benzyl-1,2,4-thiadiazole in 400 ml of isopropyl ether and the mixture was stirred at 20° C for 72 hours. 50 ml of chloroform were added thereto and the mixture was vacuum filtered. The recovered crystals were dried to obtain 10 g of 2-(methylcarbamoyl)-5-benzyl-1,2,4-thiadiazole-3-one melting at 146° C. Reactants: B(Br)(Br)Br (boron tribromide), COC=1C=C2C(C=C(OC2=CC1)C1=CC=C(C=C1)N(C)C)=O (6-methoxy-4′-dimethylaminoflavone). Solvent: ClCCl (dichloromethane), ClCCl (dichloromethane). Product: OC=1C=C2C(C=C(OC2=CC1)C1=CC=C(C=C1)N(C)C)=O (6-hydroxy-4′-dimethylaminoflavone). As a reaction SMILES: B(Br)(Br)Br.C[O:6][C:7]1[CH:8]=[C:9]2[C:14](=[CH:15][CH:16]=1)[O:13][C:12]([C:17]1[CH:22]=[CH:21][C:20]([N:23]([CH3:25])[CH3:24])=[CH:19][CH:18]=1)=[CH:11][C:10]2=[O:26]>ClCCl>[OH:6][C:7]1[CH:8]=[C:9]2[C:14](=[CH:15][CH:16]=1)[O:13][C:12]([C:17]1[CH:22]=[CH:21][C:20]([N:23]([CH3:24])[CH3:25])=[CH:19][CH:18]=1)=[CH:11][C:10]2=[O:26]. Reported procedure: A dichloromethane solution (5 ml) that contained boron tribromide was slowly added to a dichloromethane solution (50 ml) that contained compound 25 (200 mg, 0.68 mmol) while stirring under cooling on ice, and the obtained mixture was then reacted. After completion of the reaction, purified water (100 ml) was added to the reaction solution, and the dichloromethane layer was extracted. The extract was dried over anhydrous sodium sulfate, and the solvent was then distilled away under reduced pressu... Reactants: CC(C)(C)OC(=O)N1CCN(c2ccc(Nc3ncc4ccc(=O)n(C5CCCCC5)c4n3)nc2)CC1, ClCCl, Cl. The product is Cl, O=c1ccc2cnc(Nc3ccc(N4CCNCC4)cn3)nc2n1C1CCCCC1. RXN SMILES: [C:2]([O:3][C:4](=[O:5])[N:9]1[CH2:10][CH2:11][N:12]([c:15]2[cH:16][n:17][c:18]([NH:21][c:22]3[n:23][cH:24][c:25]4[c:26]([n:27]3)[n:28]([CH:33]3[CH2:34][CH2:35][CH2:36][CH2:37][CH2:38]3)[c:29](=[O:32])[cH:30][cH:31]4)[cH:19][cH:20]2)[CH2:13][CH2:14]1)([CH3:6])([CH3:7])[CH3:8].[Cl:39][CH2:40][Cl:41].[ClH:1]>>[ClH:1].[NH:9]1[CH2:10][CH2:11][N:12]([c:15]2[cH:16][n:17][c:18]([NH:21][c:22]3[n:23][cH:24][c:25]4[c:26]([n:27]3)[n:28]([CH:33]3[CH2:34][CH2:35][CH2:36][CH2:37][CH2:38]3)[c:29](=[O:32])[cH:30][cH:31]4)[cH:19][cH:20]2)[CH2:13][CH2:14]1.